From a dataset of the Open Reaction Database (ORD), a public repository of structured organic reaction records. describe an organic reaction: reactants, conditions, products, and yield Starting materials: C(C)(=O)[O-] (Acetate), NO (hydroxylamine), C(C)(=O)[O-].[Na+] (sodium acetate), [Cl-].[Mg+2].[Cl-] (magnesium chloride), P(O)(=O)(OP(=O)(O)OP(=O)(O)O)OC[C@@H]1[C@H]([C@H]([C@@H](O1)N1C=NC=2C(N)=NC=NC12)O)O (ATP), [Cl-].[Mg+2].[Cl-] (magnesium chloride). Run in O (water), C(C(CO)(CO)N)O (Tris). Reaction conditions: time 3 minute. Product: C1[C@H](C2=C(NC=N1)N(C=N2)C3CC(C(O3)CO)O)O (CO-V). As a reaction SMILES: [C:1]([O-])(=[O:3])C.[Cl-].[Mg+2].[Cl-].P([O:20][CH2:21][C@H:22]1[O:26][C@@H:25]([N:27]2[C:36]3[N:35]=[CH:34][N:33]=[C:31](N)[C:30]=3[N:29]=[CH:28]2)[C@H:24](O)[C@@H:23]1[OH:38])(OP(OP(O)(O)=O)(O)=O)(=O)O.C([O-])(=O)C.[Na+].NO>C(O)C(N)(CO)CO.O>[CH2:31]1[N:33]=[CH:34][NH:35][C:36]2[N:27]([CH:25]3[O:26][CH:22]([CH2:21][OH:20])[CH:23]([OH:38])[CH2:24]3)[CH:28]=[N:29][C:30]=2[C@@H:1]1[OH:3] |f:1.2.3,5.6|. Reported procedure: Acetate kinase levels were measured essentially according to the method described by Brown et al., Journal of General Microbiology 102:327-336; 1977. Briefly, reaction constituents (all from Sigma chemicals) were prepared, and added to a microcentrifuge tube as follows: 12.5 μl of 200 mM magnesium chloride, 50 μl of 100 mM ATP, 30 μl of 200 mM sodium acetate, 50 μl of hydroxylamine solution (see below), and 30 μl of water. All of these solutions except for magnesium chloride are made in 50 mM Tr...